Dataset: the Open Reaction Database (ORD), a public repository of structured organic reaction records. Task: describe an organic reaction: reactants, conditions, products, and yield The reactants are ClC1=CC=C(C=C1)C(=O)C1=CC(=C(C=C1)[N+](=O)[O-])OC ((4-chlorophenyl)(3-methoxy-4-nitrophenyl)methanone), C(CO)O (1,2-ethanediol), CC1=CC=C(C=C1)S(=O)(=O)O (4-methylbenzene sulfonic acid). Solvent: CC1=CC=CC=C1 (methylbenzene). The product is ClC1=CC=C(C=C1)C1(OCCO1)C1=CC(=C(C=C1)[N+](=O)[O-])OC (2-(4-chlorophenyl)-2-(3-methoxy-4-nitrophenyl)-1,3-dioxolane). Isolated yield 50.4%. As a reaction SMILES: [Cl:1][C:2]1[CH:7]=[CH:6][C:5]([C:8]([C:10]2[CH:15]=[CH:14][C:13]([N+:16]([O-:18])=[O:17])=[C:12]([O:19][CH3:20])[CH:11]=2)=[O:9])=[CH:4][CH:3]=1.[CH2:21](O)[CH2:22][OH:23].CC1C=CC(S(O)(=O)=O)=CC=1>CC1C=CC=CC=1>[Cl:1][C:2]1[CH:3]=[CH:4][C:5]([C:8]2([C:10]3[CH:15]=[CH:14][C:13]([N+:16]([O-:18])=[O:17])=[C:12]([O:19][CH3:20])[CH:11]=3)[O:23][CH2:22][CH2:21][O:9]2)=[CH:6][CH:7]=1. Procedure details: A mixture of (4-chlorophenyl)(3-methoxy-4-nitrophenyl)methanone (40.7 g), 1,2-ethanediol (31.2 ml) and 4-methylbenzene sulfonic acid (5.31 g) in methylbenzene (320 ml) was stirred and refluxed using a Dean-Stark apparatus. The mixture was washed with K2CO3 (10%) and extracted with DCM. The organic layer was separated, dried, filtered and the solvent was evaporated. The residue was crystallized from DIPE. The precipitate was filtered off and dried, yielding 22.48 g (50.4%) of 2-(4-chlorophenyl)-2... Starting materials: C(O)([O-])=O.[Na+] (sodium hydrogen carbonate), C(C)(C)(C)OC(=O)CC1C=2C=CC=CC2C=2NC(C=3N(C21)C=CN3)=O (10-(tert-butoxycarbonyl-methyl)-5H,10H-imidazo[l,2-a]indeno[1,2-e]pyrazin-4-one), CS(=O)C (dimethyl sulphoxide), Cl (hydrochloric acid). The solvent is O (water), C(C)OCC (ethyl ether). Conditions: temperature 20 celsius, time 107 hour. Yields the product C(=O)(O)CC1C=2C=CC=CC2C=2NC(C=3N(C21)C=CN3)=O (10-(carboxymethyl)-5H,10H-imidazo[1,2-a]indeno[1,2-e]-pyrazin-4-one). Isolated yield 42.0%. RXN SMILES: C([O:5][C:6]([CH2:8][CH:9]1[C:21]2[N:20]3[CH:22]=[CH:23][N:24]=[C:19]3[C:18](=[O:25])[NH:17][C:16]=2[C:15]2[CH:14]=[CH:13][CH:12]=[CH:11][C:10]1=2)=[O:7])(C)(C)C.CS(C)=O.Cl.C(=O)([O-])O.[Na+]>C(OCC)C.O>[C:6]([CH2:8][CH:9]1[C:21]2[N:20]3[CH:22]=[CH:23][N:24]=[C:19]3[C:18](=[O:25])[NH:17][C:16]=2[C:15]2[CH:14]=[CH:13][CH:12]=[CH:11][C:10]1=2)([OH:7])=[O:5] |f:3.4|. Reported procedure: A mixture of 1 g of 10-(tert-butoxycarbonyl-methyl)-5H,10H-imidazo[l,2-a]indeno[1,2-e]pyrazin-4-one, 5 ml of dimethyl sulphoxide and 25 ml of 3N hydrochloric acid in ethyl ether is stirred, under cover of argon, for 107 hours at a temperature in the region of 20° C. After concentration under reduced pressure, the residue is crystallized from 30 ml of acetone. The solid obtained is treated with 50 ml of water and 7 ml of saturated sodium hydrogen carbonate solution; three extractions with dichlor...